Dataset: the Open Reaction Database (ORD), a public repository of structured organic reaction records. Task: describe an organic reaction: reactants, conditions, products, and yield Starting materials: Fc1ccc(F)c(Br)c1, CC(=O)Cl, Cl[Al](Cl)Cl, Cl. The product is CC(=O)c1cc(F)c(Br)cc1F. RXN SMILES: [Br:5][c:6]1[c:7]([F:13])[cH:8][cH:9][c:10]([F:12])[cH:11]1.[CH3:1][C:2]([Cl:3])=[O:4].[Cl:14][Al:15]([Cl:16])[Cl:17].[ClH:18]>>[CH3:1][C:2](=[O:4])[c:9]1[cH:8][c:7]([F:13])[c:6]([Br:5])[cH:11][c:10]1[F:12]. Reactants: CN(C)C=O, BrCC1CC1, [H-], [Na+], Oc1cccc2[nH]ccc12. Product: c1cc(OCC2CC2)c2cc[nH]c2c1. RXN SMILES: [CH3:18][N:19]([CH3:20])[CH:21]=[O:22].[CH:13]1([CH2:16][Br:17])[CH2:14][CH2:15]1.[H-:11].[Na+:12].[OH:1][c:2]1[c:3]2[cH:4][cH:5][nH:6][c:7]2[cH:8][cH:9][cH:10]1>>[O:1]([c:2]1[c:3]2[cH:4][cH:5][nH:6][c:7]2[cH:8][cH:9][cH:10]1)[CH2:16][CH:13]1[CH2:14][CH2:15]1. The reactants are C(C)OC(=O)C=1N=C(SC1)NC(C(CC1CCCC1)C1=CC=C(C=C1)OC1=CC=CC=C1)=O (2-[3-cyclopentyl-2-(4-phenoxy-phenyl)-propionylamino]-thiazole-4-carboxylic acid ethyl ester), [OH-].[K+] (potassium hydroxide). Solvent: C(C)O (ethanol), O (water). Conditions: temperature 25 celsius, time 2 hour. Yields the product hexanes ethyl acetate, C1(CCCC1)CC(C(=O)NC=1SC=C(N1)C(=O)O)C1=CC=C(C=C1)OC1=CC=CC=C1 (2-[3-cyclopentyl-2-(4-phenoxy-phenyl)-propionylamino]-thiazole-4-carboxylic acid). Yield: 79.7%. As a reaction SMILES: C([O:3][C:4]([C:6]1[N:7]=[C:8]([NH:11][C:12](=[O:33])[CH:13]([C:20]2[CH:25]=[CH:24][C:23]([O:26][C:27]3[CH:32]=[CH:31][CH:30]=[CH:29][CH:28]=3)=[CH:22][CH:21]=2)[CH2:14][CH:15]2[CH2:19][CH2:18][CH2:17][CH2:16]2)[S:9][CH:10]=1)=[O:5])C.[OH-].[K+]>C(O)C.O>[CH:15]1([CH2:14][CH:13]([C:20]2[CH:21]=[CH:22][C:23]([O:26][C:27]3[CH:32]=[CH:31][CH:30]=[CH:29][CH:28]=3)=[CH:24][CH:25]=2)[C:12]([NH:11][C:8]2[S:9][CH:10]=[C:6]([C:4]([OH:5])=[O:3])[N:7]=2)=[O:33])[CH2:19][CH2:18][CH2:17][CH2:16]1 |f:1.2|. Reported procedure: A solution of 2-[3-cyclopentyl-2-(4-phenoxy-phenyl)-propionylamino]-thiazole-4-carboxylic acid ethyl ester (prepared in Example 13, 300 mg, 0.65 mmol) in ethanol (20 mL) at 25° C. was treated with a solution of potassium hydroxide (109 mg, 1.94 mmol) in water (6 mL). This light yellow solution was stirred at 25° C. for 2 h and then concentrated in vacuo to remove ethanol. The resulting aqueous solution was acidified to pH=2 with a 1N aqueous hydrochloric acid solution and then extracted with met... The reactants are 1-(3,5-dichlorobenzyl)imadazo[ 1,2-a]pyridinium chloride, [Cl-].COC=1C=C(C[N+]=2C=CN3C2C=CC=C3)C=CC1 (1-(3-methoxybenzyl)imidazo[1,2-a]pyridinium chloride), [Cl-].CS(=O)(=O)C1=C(C[N+]=2C=CN3C2C=CC=C3)C=CC=C1 (1-(2-methylsulfonylbenzyl)imidazo[1,2-a]pyridinium chloride), 1-(3-furfuryl)imidazo[1,2-a]pyridinium bromide, [I-].C(#N)C=1C=C(C[N+]=2C=CN3C2C=CC=C3)C=CC1 (1-(3-cyanobenzyl)imidazo[1,2-a]pyridinium iodide), [Cl-].C1(=CC=CC=C1)C=1C=C(C[N+]=2C=CN3C2C=CC=C3)C=CC1 (1-(3-phenylbenzyl)imidazo[1,2-a]pyridinium chloride), [Br-].FC(C1=CC=C(C[N+]=2C=CN3C2C=CC=C3)C=C1)(F)F (1-(4-trifluoromethylbenzyl)imidazo[1,2-a]pyridinium bromide), [Cl-].S(N)(=O)(=O)C=1C=C(C[N+]=2C=CN3C2C=CC=C3)C=CC1 (1-(3-sulfamoylbenzyl)imidazo[1,2-a]pyridinium chloride), [Br-].FC=1C=C(C[N+]=2C=CN3C2C=CC=C3)C=CC1 (1-(3-fluorobenzyl)imidazo[1,2-a]pyridinium bromide), [Br-].ClC=1C=C(C[N+]=2C=CN3C2C=CC=C3)C=CC1Cl (1-(3,4-dichlorobenzyl)-imidazo[1,2-a]pyridinium bromide), [Br-].COC1=C(C[N+]=2C=CN3C2C=CC=C3)C=CC=C1 (1-(2-methoxybenzyl)imidazo[1,2-a]pyridinium bromide), [Br-].BrC=1C=C(C[N+]=2C=CN3C2C=CC=C3)C=CC1 (1-(3-bromobenzyl)imidazo[1,2-a]pyridinium bromide). Yields the product [Cl-].ClC1=C(C[N+]=2C=CN3C2C=CC=C3)C=CC=C1Cl (1-(2,3-dichlorobenzyl)imidazo[1,2-a]pyridinium chloride). RXN SMILES: [Br-].[Cl:2][C:3]1[CH:4]=[C:5]([CH:16]=[CH:17][C:18]=1Cl)[CH2:6][N+:7]1[CH:8]=[CH:9][N:10]2[CH:15]=[CH:14][CH:13]=[CH:12][C:11]=12.[Br-].COC1C=CC=CC=1C[N+]1C=CN2C=CC=CC=12.[Cl-:39].COC1C=C(C=CC=1)C[N+]1C=CN2C=CC=CC=12.[I-].C(C1C=C(C=CC=1)C[N+]1C=CN2C=CC=CC=12)#N.[Br-].BrC1C=C(C=CC=1)C[N+]1C=CN2C=CC=CC=12.[Br-].FC1C=C(C=CC=1)C[N+]1C=CN2C=CC=CC=12.[Cl-].C1(C2C=C(C=CC=2)C[N+]2C=CN3C=CC=CC=23)C=CC=CC=1.[Cl-].S(C1C=C(C=CC=1)C[N+]1C=CN2C=CC=CC=12)(=O)(=O)N.[Cl-].CS(C1C=CC=CC=1C[N+]1C=CN2C=CC=CC=12)(=O)=O.[Br-].FC(F)(F)C1C=CC(C[N+]2C=CN3C=CC=CC=23)=CC=1>>[Cl-:2].[Cl:39][C:4]1[C:3]([Cl:2])=[CH:18][CH:17]=[CH:16][C:5]=1[CH2:6][N+:7]1[CH:8]=[CH:9][N:10]2[CH:15]=[CH:14][CH:13]=[CH:12][C:11]=12 |f:0.1,2.3,4.5,6.7,8.9,10.11,12.13,14.15,16.17,18.19,20.21|. Reported procedure: 1-(3,5-dichlorobenzyl)imadazo[ 1,2-a]pyridinium chloride; 1-(3,4-dichlorobenzyl)-imidazo[1,2-a]pyridinium bromide; 1-(2-methoxybenzyl)imidazo[1,2-a]pyridinium bromide; 1-(3-methoxybenzyl)imidazo[1,2-a]pyridinium chloride; 1-(3-cyanobenzyl)imidazo[1,2-a]pyridinium iodide; 1-(3-bromobenzyl)imidazo[1,2-a]pyridinium bromide; 1-(3-fluorobenzyl)imidazo[1,2-a]pyridinium bromide; 1-(3-phenylbenzyl)imidazo[1,2-a]pyridinium chloride; 1-(3-sulfamoylbenzyl)imidazo[1,2-a]pyridinium chloride; 1-(2-methylsulfo... Reactants: C(CCC)C1=NC2=C(N1CC1=CC=C(C=C1)C=1C(=CC=CC1)C(=O)OC(C)(C)C)C(=CC=C2C)OCCN(CC)CC (tert.butyl 4'-[(2-n-butyl-4-methyl-7-(2-diethylamino-ethoxy)-benzimidazol-1-yl)-methyl]biphenyl-2-carboxylate), FC(C(=O)O)(F)F (trifluoroacetic acid). The product is O.O.C(CCC)C1=NC2=C(N1CC1=CC=C(C=C1)C=1C(=CC=CC1)C(=O)O)C(=CC=C2C)OCCN(CC)CC (4'-[(2-n-Butyl-4-methyl-7-(2-diethylamino-ethoxy)-benzimidazol-1-yl)-methyl]biphenyl-2-carboxylic acid dihydrate). As a reaction SMILES: [CH2:1]([C:5]1[N:9]([CH2:10][C:11]2[CH:16]=[CH:15][C:14]([C:17]3[C:18]([C:23]([O:25]C(C)(C)C)=[O:24])=[CH:19][CH:20]=[CH:21][CH:22]=3)=[CH:13][CH:12]=2)[C:8]2[C:30]([O:35][CH2:36][CH2:37][N:38]([CH2:41][CH3:42])[CH2:39][CH3:40])=[CH:31][CH:32]=[C:33]([CH3:34])[C:7]=2[N:6]=1)[CH2:2][CH2:3][CH3:4].FC(F)(F)C(O)=[O:46]>>[OH2:24].[OH2:46].[CH2:1]([C:5]1[N:9]([CH2:10][C:11]2[CH:12]=[CH:13][C:14]([C:17]3[C:18]([C:23]([OH:25])=[O:24])=[CH:19][CH:20]=[CH:21][CH:22]=3)=[CH:15][CH:16]=2)[C:8]2[C:30]([O:35][CH2:36][CH2:37][N:38]([CH2:41][CH3:42])[CH2:39][CH3:40])=[CH:31][CH:32]=[C:33]([CH3:34])[C:7]=2[N:6]=1)[CH2:2][CH2:3][CH3:4] |f:2.3.4|. Procedure: Prepared in analogous manner to Example 9 from tert.butyl 4'-[(2-n-butyl-4-methyl-7-(2-diethylamino-ethoxy)-benzimidazol-1-yl)-methyl]biphenyl-2-carboxylate and trifluoroacetic acid. The reactants are ClCCCCN1N=NC2=C1C=CC=C2 (1-(4-chlorobutyl)-1H-benzotriazole), N1=C(N=CC=C1)N1CCNCC1 (4-(2-pyrimidinyl)piperazine), C(C)(C)N(CC)C(C)C (diisopropylethylamine), [I-].[K+] (potassium iodide). The solvent is C(C)#N (acetonitrile). Yields the product N1=C(N=CC=C1)N1CCN(CC1)CCCCN1N=NC2=C1C=CC=C2 (1-(4-(4-(2-pyrimidinyl)piperazine-1-yl)butyl)-1H-benzotriazole). The yield is 67.2%. RXN SMILES: Cl[CH2:2][CH2:3][CH2:4][CH2:5][N:6]1[C:10]2[CH:11]=[CH:12][CH:13]=[CH:14][C:9]=2[N:8]=[N:7]1.[N:15]1[CH:20]=[CH:19][CH:18]=[N:17][C:16]=1[N:21]1[CH2:26][CH2:25][NH:24][CH2:23][CH2:22]1.C(N(C(C)C)CC)(C)C.[I-].[K+]>C(#N)C>[N:15]1[CH:20]=[CH:19][CH:18]=[N:17][C:16]=1[N:21]1[CH2:26][CH2:25][N:24]([CH2:2][CH2:3][CH2:4][CH2:5][N:6]2[C:10]3[CH:11]=[CH:12][CH:13]=[CH:14][C:9]=3[N:8]=[N:7]2)[CH2:23][CH2:22]1 |f:3.4|. Procedure details: 1-(4-chlorobutyl)-1H-benzotriazole (7.55 g, 0.036 mol) was dissolved into 100 ml of acetonitrile, 4-(2-pyrimidinyl)piperazine (4.9 g, 0.03 mol), diisopropylethylamine (15.5 g, 0.12 mol) and potassium iodide (5.0 g, 0.03 mol) were respectively added. The mixture was stirred and mixed, then heated and refluxed to react for 20 hours. The mixture was cooled down to ambient temperature and filtered. The filtrate was concentrated to produce oily products, and treated by chromatography with neutral Al2...